From a dataset of the Open Reaction Database (ORD), a public repository of structured organic reaction records. describe an organic reaction: reactants, conditions, products, and yield Starting materials: C1(=CC=CC=C1)C=1N=C(OC1C1=CC=CC=C1)C=1[C@@H](CCC1)CC=1C=C(OCC(=O)OC)C=CC1 ((+)-methyl [3-[[(1S)-2-(4,5-diphenyloxazol-2-yl)-2-cyclopenten-1-yl]methyl]phenoxy]acetate), [OH-].[Na+] (sodium hydroxide), CCOCC (Ether). Solvent: C(C)O (ethanol). Conditions: time 1 hour. The product is C1(=CC=CC=C1)C=1N=C(OC1C1=CC=CC=C1)C=1[C@@H](CCC1)CC=1C=C(OCC(=O)[O-])C=CC1.[Na+] ((+)-sodium [3-[[(1S)-2-(4,5-diphenyloxazol-2-yl)-2-cyclopenten-1-yl]methyl]phenoxy]acetate). As a reaction SMILES: [C:1]1([C:7]2[N:8]=[C:9]([C:18]3[C@H:19]([CH2:23][C:24]4[CH:25]=[C:26]([CH:33]=[CH:34][CH:35]=4)[O:27][CH2:28][C:29]([O:31]C)=[O:30])[CH2:20][CH2:21][CH:22]=3)[O:10][C:11]=2[C:12]2[CH:17]=[CH:16][CH:15]=[CH:14][CH:13]=2)[CH:6]=[CH:5][CH:4]=[CH:3][CH:2]=1.[OH-].[Na+:37].CCOCC>C(O)C>[C:1]1([C:7]2[N:8]=[C:9]([C:18]3[C@H:19]([CH2:23][C:24]4[CH:25]=[C:26]([CH:33]=[CH:34][CH:35]=4)[O:27][CH2:28][C:29]([O-:31])=[O:30])[CH2:20][CH2:21][CH:22]=3)[O:10][C:11]=2[C:12]2[CH:13]=[CH:14][CH:15]=[CH:16][CH:17]=2)[CH:2]=[CH:3][CH:4]=[CH:5][CH:6]=1.[Na+:37] |f:1.2,5.6|. Procedure details: To a solution of (+)-methyl [3-[[(1S)-2-(4,5-diphenyloxazol-2-yl)-2-cyclopenten-1-yl]methyl]phenoxy]acetate (1.92 g) in ethanol (30 ml) was added 1N-aqueous sodium hydroxide (4.1 ml). The reaction mixture was stirred for 1 hour at room temperature. Ether (50 ml) was added to the solution. The precipitated solid was collected by filtration to afford (+)-sodium [3-[[(1S)-2-(4,5-diphenyloxazol-2-yl)-2-cyclopenten-1-yl]methyl]phenoxy]acetate (0.83 g). Reactants: C(=O)(O)[O-].[Na+] (NaHCO3), Cl.OCCCN(C(CCO[C@@H]1CC[C@H](CC1)NC)=O)C (trans-N-(3-hydroxy-propyl)-N-methyl-3-(4-methylamino-cyclohexyloxy)-propionamide-hydrochloride), C(C)(C)N(C(C)C)CC (N,N-diisopropylethylamine), ClC(=O)OC1=CC=C(C=C1)Cl (4-chlorophenyl chloroformate). Run in C(Cl)Cl (CH2Cl2), C(Cl)Cl (CH2Cl2). Run at time 1 hour. Yields the product ClC1=CC=C(C=C1)OC(N(C)[C@@H]1CC[C@H](CC1)OCCC(N(C)CCCO)=O)=O (trans-(4-{2-[(3-hydroxy-propyl)-methyl-carbamoyl]-ethoxy}-cyclohexyl)-methyl-carbamic acid 4-chloro-phenyl ester). Isolated yield 49.2%. As a reaction SMILES: Cl.[OH:2][CH2:3][CH2:4][CH2:5][N:6]([CH3:20])[C:7](=[O:19])[CH2:8][CH2:9][O:10][C@H:11]1[CH2:16][CH2:15][C@H:14]([NH:17][CH3:18])[CH2:13][CH2:12]1.C(N(CC)C(C)C)(C)C.Cl[C:31]([O:33][C:34]1[CH:39]=[CH:38][C:37]([Cl:40])=[CH:36][CH:35]=1)=[O:32].C([O-])(O)=O.[Na+]>C(Cl)Cl>[Cl:40][C:37]1[CH:38]=[CH:39][C:34]([O:33][C:31](=[O:32])[N:17]([C@H:14]2[CH2:13][CH2:12][C@H:11]([O:10][CH2:9][CH2:8][C:7](=[O:19])[N:6]([CH2:5][CH2:4][CH2:3][OH:2])[CH3:20])[CH2:16][CH2:15]2)[CH3:18])=[CH:35][CH:36]=1 |f:0.1,4.5|. Procedure: To 158 mg (0.5 mmol) of trans-N-(3-hydroxy-propyl)-N-methyl-3-(4-methylamino-cyclohexyloxy)-propionamide-hydrochloride in 3 mL of CH2Cl2 were added 0.43 mL (2.6 mmol, 5 eq) of N,N-diisopropylethylamine followed by 0.08 mL (0.56 mmol, 1.1 eq) of 4-chlorophenyl chloroformate. The mixture was stirred at RT for 1 h, and the solution was added to a mixture of NaHCO3 solution and CH2Cl2. The phases were separated and the inorganic phase was extracted with CH2Cl2. The organic phase was washed with 1M K... Reactants: C(C)(C)(C)C1=C(C(=CC=C1)C(C)(C)C)O (2,6-di-tert.-butylphenol), [Na] (sodium), C(CCCCCO)O (1,6-hexanediol), C(C)(C)(C)OO (tert.-butyl hydroperoxide), [Na] (sodium), Cl (hydrochloric acid). Reagents/catalysts: C(C)(C)(C)OO (tert.-butyl hydroperoxide). Product: C(C)(C)(C)C=1C=C(C=C(C1O)C(C)(C)C)CCCCCCO (6-(3,5-di-tert.-butyl-4-hydroxyphenyl)hexanol). Yield: 60.4%. Reaction SMILES: [Na].[CH2:2](O)[CH2:3][CH2:4][CH2:5][CH2:6][CH2:7][OH:8].[C:10]([C:14]1[CH:19]=[CH:18][CH:17]=[C:16]([C:20]([CH3:23])([CH3:22])[CH3:21])[C:15]=1[OH:24])([CH3:13])([CH3:12])[CH3:11].C(OO)(C)(C)C.Cl>C(OO)(C)(C)C>[C:20]([C:16]1[CH:17]=[C:18]([CH2:2][CH2:3][CH2:4][CH2:5][CH2:6][CH2:7][OH:8])[CH:19]=[C:14]([C:10]([CH3:13])([CH3:12])[CH3:11])[C:15]=1[OH:24])([CH3:23])([CH3:22])[CH3:21] |^1:0|. Reported procedure: 1.15 grams of metallic sodium (0.05 moles) was added to 59 grams of 1,6-hexanediol (0.5 moles) in a 250 ml. flask fitted with a water trap and the mixture was stirred until the sodium dissolved. The flask was purged with nitrogen and there was then added 20.6 grams of 2,6-di-tert.-butylphenol (0.1 moles) and 0.5 grams (0.0055 moles) of tert.-butyl hydroperoxide. The mixture was heated at 230° C. for 5.5 hours with 0.5 gram increments of tert.-butyl hydroperoxide being added after 1, 2.5, 3.5, an... Starting materials: CN1CCNCC1 (1-methylpiperazine), ClC=1C=CC2=C(OC3=C(C(=C2)N2CCN(CC2)C)C=CC(=C3)C(F)(F)F)C1 (1-[3-chloro-7-trifluoromethyl-dibenz[b,f]oxepin-10-yl]-4-methylpiperazine). Product: ClC1=CC(=C(C=C1)CC#N)OC1=CC(=CC=C1)C(F)(F)F (4-chloro-2-(3-trifluoromethyl-phenoxy)-phenylacetonitrile). Reaction SMILES: CN1CCNCC1.[Cl:8][C:9]1[CH:10]=[CH:11][C:12]2[CH:18]=[C:17]([N:19]3CCN(C)CC3)[C:16]3[CH:26]=[CH:27][C:28]([C:30]([F:33])([F:32])[F:31])=[CH:29][C:15]=3[O:14][C:13]=2[CH:34]=1>>[Cl:8][C:9]1[CH:10]=[CH:11][C:12]([CH2:18][C:17]#[N:19])=[C:13]([O:14][C:15]2[CH:16]=[CH:26][CH:27]=[C:28]([C:30]([F:31])([F:32])[F:33])[CH:29]=2)[CH:34]=1. Procedure details: The last-named intermediate is reacted with 1-methylpiperazine in the same manner as described in Example 14 to give the desired starting material, 1-[3-chloro-7-trifluoromethyl-dibenz[b,f]oxepin-10-yl]-4-methylpiperazine, having a melting point of 170° C. Starting materials: CC1(NS(C2=C1C=CC=C2)(=O)=O)C (3,3-Dimethyl-2,3-dihydro-benzo[d]isothiazole 1,1-dioxide), [N+](=O)([O-])[O-].[K+] (KNO3). The solvent is OS(=O)(=O)O (H2SO4). Conditions: temperature 0 celsius, time 15 minute. Product: CC1(NS(C2=C1C=CC(=C2)[N+](=O)[O-])(=O)=O)C (3,3-Dimethyl-6-nitro-2,3-dihydro-benzo[d]isothiazole 1,1-dioxide). RXN SMILES: [CH3:1][C:2]1([CH3:13])[C:6]2[CH:7]=[CH:8][CH:9]=[CH:10][C:5]=2[S:4](=[O:12])(=[O:11])[NH:3]1.[N+:14]([O-])([O-:16])=[O:15].[K+]>OS(O)(=O)=O>[CH3:1][C:2]1([CH3:13])[C:6]2[CH:7]=[CH:8][C:9]([N+:14]([O-:16])=[O:15])=[CH:10][C:5]=2[S:4](=[O:12])(=[O:11])[NH:3]1 |f:1.2|. Procedure details: 3,3-Dimethyl-2,3-dihydro-benzo[d]isothiazole 1,1-dioxide was added to KNO3 in H2SO4 cooled to 0° C. and stirred for 15 min. The reaction was warmed to RT and stirred overnight. The mix was poured into ice and extracted with EtOAc (3×), washed with H2O and brine, dried and evaporated to give the product which was used without further purification. The reactants are IC=1C=C(C=CC1)C1(COC1)O (3-(3-iodo-phenyl)-oxetan-3-ol), COCCN(CCOC)S(F)(F)F ([bis(2-methoxyethyl)amino]sulfur trifluoride), [NH4+].[Cl-] (NH4Cl). The solvent is C(Cl)Cl (DCM). Reaction conditions: time 1 hour. Product: FC1(COC1)C1=CC(=CC=C1)I (3-Fluoro-3-(3-iodo-phenyl)-oxetane). RXN SMILES: [I:1][C:2]1[CH:3]=[C:4]([C:8]2(O)[CH2:11][O:10][CH2:9]2)[CH:5]=[CH:6][CH:7]=1.COCCN(S(F)(F)[F:23])CCOC.[NH4+].[Cl-]>C(Cl)Cl>[F:23][C:8]1([C:4]2[CH:5]=[CH:6][CH:7]=[C:2]([I:1])[CH:3]=2)[CH2:11][O:10][CH2:9]1 |f:2.3|. Reported procedure: To a solution of 500 mg (1.81 mmol) 3-(3-iodo-phenyl)-oxetan-3-ol in 10.6 mL DCM was added 1.17 mL (2.72 mmol) [bis(2-methoxyethyl)amino]sulfur trifluoride at RT under argon atmosphere. The resulting mixture was stirred for 1 h. The mixture was worked up by adding saturated NH4Cl solution. Phases were separated. The combined organic phases were dried over magnesium sulfate, filtered and concentrated in vacuo. The crude material was purified by flash chromatography (PE/EtOAc=9/1).